Dataset: the Open Reaction Database (ORD), a public repository of structured organic reaction records. Task: describe an organic reaction: reactants, conditions, products, and yield Product: CC=1C=C2C(=CC(=NC2=CC1)N1CC(S(C2=C(C1)C=CC=C2)(=O)=O)C)NCCN (N-[6-Methyl-2-(2-methyl-1,1-dioxido-2,3-dihydro-1,4-benzothiazepin-4(5H)-yl)quinolin-4-yl]ethane-1,2-diamine). Reaction SMILES: Cl[C:2]1[C:11]2[C:6](=[CH:7][CH:8]=[C:9]([CH3:12])[CH:10]=2)[N:5]=[C:4]([N:13]2[CH2:19][C:18]3[CH:20]=[CH:21][CH:22]=[CH:23][C:17]=3[S:16](=[O:25])(=[O:24])[CH:15]([CH3:26])[CH2:14]2)[CH:3]=1.[CH2:27]([NH2:30])[CH2:28][NH2:29]>>[CH3:12][C:9]1[CH:10]=[C:11]2[C:6](=[CH:7][CH:8]=1)[N:5]=[C:4]([N:13]1[CH2:19][C:18]3[CH:20]=[CH:21][CH:22]=[CH:23][C:17]=3[S:16](=[O:25])(=[O:24])[CH:15]([CH3:26])[CH2:14]1)[CH:3]=[C:2]2[NH:29][CH2:28][CH2:27][NH2:30]. The reactants are ClC1=CC(=NC2=CC=C(C=C12)C)N1CC(S(C2=C(C1)C=CC=C2)(=O)=O)C (4-(4-chloro-6-methylquinolin-2-yl)-2-methyl-2,3,4,5-tetrahydro-1,4-benzothiazepine 1,1-dioxide), C(CN)N (ethane 1,2-diamine). Procedure details: The title compound was prepared in analogy to Example 9-1 in Scheme 30 by using 4-(4-chloro-6-methylquinolin-2-yl)-2-methyl-2,3,4,5-tetrahydro-1,4-benzothiazepine 1,1-dioxide and ethane 1,2-diamine. MS obsd. (ESI+) [(M+H)+] 411, 1H NMR (400 MHz, CD3OD) δ ppm 8.01 (d, J=7.83 Hz, 1 H), 7.85 (brs, 1 H), 7.70-7.60 (m, 2 H), 7.52-7.40 (m, 2 H), 7.30 (dd, J=8.59, 1.77 Hz, 1 H), 6.03 (s, 1 H), 5.13 (brs, 2 H), 3.67-3.57 (m, 1 H), 3.56-3.48 (m, 2 H), 3.31-3.30 (m, 3 H), 3.15-3.04 (m, 2 H), 2.42 (s, 3 H)... Reactants: BrC1=CC=C2CC(N(C2=C1)C(=O)OC(C)(C)C)=O (tert-butyl 6-bromo-2-oxoindoline-1-carboxylate), C([O-])([O-])=O.[K+].[K+] (potassium carbonate), C(=O)(O)[O-].[Na+] (NaHCO3), C=O (paraformaldehyde). Run in C1CCOC1 (THF). Run at time 90 minute. The product is BrC1=CC=C2C(C(N(C2=C1)C(=O)OC(C)(C)C)=O)(CO)CO (tert-butyl 6-bromo-3,3-bis(hydroxymethyl)-2-oxoindoline-1-carboxylate). RXN SMILES: [Br:1][C:2]1[CH:10]=[C:9]2[C:5]([CH2:6][C:7](=[O:18])[N:8]2[C:11]([O:13][C:14]([CH3:17])([CH3:16])[CH3:15])=[O:12])=[CH:4][CH:3]=1.[C:19](=[O:22])([O-])[O-].[K+].[K+].C=O.[C:27]([O-])(O)=[O:28].[Na+]>C1COCC1>[Br:1][C:2]1[CH:10]=[C:9]2[C:5]([C:6]([CH2:19][OH:22])([CH2:27][OH:28])[C:7](=[O:18])[N:8]2[C:11]([O:13][C:14]([CH3:15])([CH3:17])[CH3:16])=[O:12])=[CH:4][CH:3]=1 |f:1.2.3,5.6|. Procedure details: To a solution of tert-butyl 6-bromo-2-oxoindoline-1-carboxylate (5.20 g, 16.7 mmol) in THF (100 mL) was added potassium carbonate (6.91 g, 50.0 mmol) followed by paraformaldehyde (12.00 g, 400 mmol). The resulting suspension was stirred at rt for 90 min. The suspension was cooled and poured into saturated aqueous NaHCO3 and extracted with DCM. Organic extracts were purified by column chromatography (eluting with a gradient of 0-10% MeOH in DCM) to give tert-butyl 6-bromo-3,3-bis(hydroxymethyl)-2... Reactants: CCOC(C)=O, CO, [H][H], O=C1c2ccccc2C(=O)N1CCC#Cc1ccc(OCCO)cc1. Yields the product O=C1c2ccccc2C(=O)N1CCCCc1ccc(OCCO)cc1. Reaction SMILES: [C:28]([O:29][CH2:30][CH3:31])(=[O:32])[CH3:33].[CH3:34][OH:35].[H:26][H:27].[OH:1][CH2:2][CH2:3][O:4][c:5]1[cH:6][cH:7][c:8]([C:11]#[C:12][CH2:13][CH2:14][N:15]2[C:16](=[O:25])[c:17]3[c:18]([cH:21][cH:22][cH:23][cH:24]3)[C:19]2=[O:20])[cH:9][cH:10]1>>[OH:1][CH2:2][CH2:3][O:4][c:5]1[cH:6][cH:7][c:8]([CH2:11][CH2:12][CH2:13][CH2:14][N:15]2[C:16](=[O:25])[c:17]3[c:18]([cH:21][cH:22][cH:23][cH:24]3)[C:19]2=[O:20])[cH:9][cH:10]1.